describe an organic reaction: reactants, conditions, products, and yield From a dataset of the Open Reaction Database (ORD), a public repository of structured organic reaction records. The reactants are Brc1ccc2ncccc2c1, O=C([O-])[O-], COc1cc(OC)c(C(C)C)cc1-c1nnc(N)n1-c1ccc2c(ccn2C)c1, [Cs+], [Cs+], C1COCCO1. Yields the product COc1cc(OC)c(C(C)C)cc1-c1nnc(Nc2ccc3ncccc3c2)n1-c1ccc2c(ccn2C)c1. Reaction SMILES: [Br:30][c:31]1[cH:32][c:33]2[cH:34][cH:35][cH:36][n:37][c:38]2[cH:39][cH:40]1.[C:41](=[O:42])([O-:43])[O-:44].[CH3:1][O:2][c:3]1[c:4](-[c:14]2[n:15](-[c:20]3[cH:21][c:22]4[cH:23][cH:24][n:25]([CH3:29])[c:26]4[cH:27][cH:28]3)[c:16]([NH2:19])[n:17][n:18]2)[cH:5][c:6]([CH:11]([CH3:12])[CH3:13])[c:7]([O:9][CH3:10])[cH:8]1.[Cs+:45].[Cs+:46].[O:47]1[CH2:48][CH2:49][O:50][CH2:51][CH2:52]1>>[CH3:1][O:2][c:3]1[c:4](-[c:14]2[n:15](-[c:20]3[cH:21][c:22]4[cH:23][cH:24][n:25]([CH3:29])[c:26]4[cH:27][cH:28]3)[c:16]([NH:19][c:31]3[cH:32][c:33]4[cH:34][cH:35][cH:36][n:37][c:38]4[cH:39][cH:40]3)[n:17][n:18]2)[cH:5][c:6]([CH:11]([CH3:12])[CH3:13])[c:7]([O:9][CH3:10])[cH:8]1.